Dataset: the Open Reaction Database (ORD), a public repository of structured organic reaction records. Task: describe an organic reaction: reactants, conditions, products, and yield Reactants: O (Water), COC(C1=CC(=C(C=C1)F)O)=O (4-Fluoro-3-hydroxybenzoic acid methyl ester), ClC1=NC=CC(=C1)[N+](=O)[O-] (2-Chloro-4-nitropyridine), [H-].[Na+] (Sodium hydride). The solvent is CN(C=O)C (dimethylformamide). Conditions: time 90 minute. Yields the product COC(C1=CC(=C(C=C1)F)OC1=CC(=NC=C1)Cl)=O (3-(2-Chloropyridin-4-yloxy)-4-fluorobenzoic acid methyl ester). As a reaction SMILES: [CH3:1][O:2][C:3](=[O:12])[C:4]1[CH:9]=[CH:8][C:7]([F:10])=[C:6]([OH:11])[CH:5]=1.[H-].[Na+].[Cl:15][C:16]1[CH:21]=[C:20]([N+]([O-])=O)[CH:19]=[CH:18][N:17]=1.O>CN(C)C=O>[CH3:1][O:2][C:3](=[O:12])[C:4]1[CH:9]=[CH:8][C:7]([F:10])=[C:6]([O:11][C:20]2[CH:19]=[CH:18][N:17]=[C:16]([Cl:15])[CH:21]=2)[CH:5]=1 |f:1.2|. Procedure details: 4-Fluoro-3-hydroxybenzoic acid methyl ester (1.70 g, 10.0 mmol) was dissolved in dimethylformamide (9 mL) under nitrogen at room temperature. Sodium hydride (60% oil dispersion, 0.48 g, 12 mmol) was added in portions over 30 min. The reaction was stirred for 90 minutes and then cooled in an ice bath. 2-Chloro-4-nitropyridine (1.58 g, 10.0 mmol) was added in small portions over 50 min. The reaction was stirred at room temperature for 17.5 h. Water (200 ml) was added and the mixture stirred until ... Run at temperature 90 celsius, time 2 day. Run in C(C)O (ethanol). Reported procedure: A mixture of 9.46 g of 3-(5-chloropentyl)-4-methyl-2,5-furandione and 8.13 g of 4-amino-2-(trifluoromethyl)benzonitrile in 22 ml of ethanol was mixed under a nitrogen atmosphere with 2.5 g of an activated molecular sieve (0.3 nm), and it was stirred for 2 days at 90° C. For working-up, the molecular sieve was filtered off after cooling, washed with ethanol, and the combined ethanol solutions were concentrated by evaporation. The residue was taken up in ethyl acetate and washed with water as well... Product: ClCCCCCC=1C(N(C(C1C)=O)C1=CC(=C(C#N)C=C1)C(F)(F)F)=O (4-[3-(5-Chloropentyl)-2,5-dihydro-4-methyl-2,5-dioxo-1H-pyrrol-1-yl]-2-(trifluoromethyl)benzonitrile). RXN SMILES: [Cl:1][CH2:2][CH2:3][CH2:4][CH2:5][CH2:6][C:7]1[C:8](=[O:14])O[C:10](=[O:13])[C:11]=1[CH3:12].[NH2:15][C:16]1[CH:23]=[CH:22][C:19]([C:20]#[N:21])=[C:18]([C:24]([F:27])([F:26])[F:25])[CH:17]=1>C(O)C>[Cl:1][CH2:2][CH2:3][CH2:4][CH2:5][CH2:6][C:7]1[C:8](=[O:14])[N:15]([C:16]2[CH:23]=[CH:22][C:19]([C:20]#[N:21])=[C:18]([C:24]([F:25])([F:26])[F:27])[CH:17]=2)[C:10](=[O:13])[C:11]=1[CH3:12]. Starting materials: ClCCCCCC=1C(OC(C1C)=O)=O (3-(5-chloropentyl)-4-methyl-2,5-furandione), NC1=CC(=C(C#N)C=C1)C(F)(F)F (4-amino-2-(trifluoromethyl)benzonitrile). Reactants: OBO, CC(=O)c1cccc(Br)c1, COc1ccccc1CNC1CCC(N(C)C(=O)OC(C)(C)C)CC1. Product: COc1ccc(-c2cccc(C(C)=O)c2)cc1CNC1CCC(N(C)C(=O)OC(C)(C)C)CC1. As a reaction SMILES: [BH:1]([OH:2])[OH:3].[Br:29][c:30]1[cH:31][c:32]([C:36]([CH3:37])=[O:38])[cH:33][cH:34][cH:35]1.[C:4](=[O:5])([O:6][C:7]([CH3:8])([CH3:9])[CH3:10])[N:11]([CH:12]1[CH2:13][CH2:14][CH:15]([NH:18][CH2:19][c:20]2[cH:21][cH:22][cH:23][cH:24][c:25]2[O:26][CH3:27])[CH2:16][CH2:17]1)[CH3:28]>>[C:4](=[O:5])([O:6][C:7]([CH3:8])([CH3:9])[CH3:10])[N:11]([CH:12]1[CH2:13][CH2:14][CH:15]([NH:18][CH2:19][c:20]2[cH:21][c:22](-[c:30]3[cH:31][c:32]([C:36]([CH3:37])=[O:38])[cH:33][cH:34][cH:35]3)[cH:23][cH:24][c:25]2[O:26][CH3:27])[CH2:16][CH2:17]1)[CH3:28]. Reactants: [Br-], O=Cc1cccc(CCCN2C(=O)c3ccccc3C2=O)c1, c1ccc(-c2ccccc2C[P+](c2ccccc2)(c2ccccc2)c2ccccc2)cc1. Product: O=C1c2ccccc2C(=O)N1CCCc1cccc(C=Cc2ccccc2-c2ccccc2)c1. RXN SMILES: [Br-:23].[O:1]=[C:2]1[N:3]([CH2:12][CH2:13][CH2:14][c:15]2[cH:16][c:17]([CH:18]=[O:19])[cH:20][cH:21][cH:22]2)[C:4](=[O:11])[c:5]2[cH:6][cH:7][cH:8][cH:9][c:10]21.[c:24]1(-[c:50]2[cH:51][cH:52][cH:53][cH:54][cH:55]2)[c:25]([CH2:30][P+:31]([c:32]2[cH:33][cH:34][cH:35][cH:36][cH:37]2)([c:38]2[cH:39][cH:40][cH:41][cH:42][cH:43]2)[c:44]2[cH:45][cH:46][cH:47][cH:48][cH:49]2)[cH:26][cH:27][cH:28][cH:29]1>>[O:1]=[C:2]1[N:3]([CH2:12][CH2:13][CH2:14][c:15]2[cH:16][c:17]([CH:18]=[CH:30][c:25]3[c:24](-[c:50]4[cH:51][cH:52][cH:53][cH:54][cH:55]4)[cH:29][cH:28][cH:27][cH:26]3)[cH:20][cH:21][cH:22]2)[C:4](=[O:11])[c:5]2[cH:6][cH:7][cH:8][cH:9][c:10]21. The reactants are OC1=CC=C2C=3CCC(CC3NC2=C1)NC(C)=O (N-(1,3,4,9-tetrahydro-7-hydroxy-2H-carbazol-2-yl)acetamide), C(C)I (ethyl iodide), C(=O)([O-])[O-].[K+].[K+] (K2CO3), C(Cl)(Cl)Cl (CHCl3). The solvent is O (H2O). The product is C(C)OC1=CC=C2C=3CCC(CC3NC2=C1)NC(C)=O (N-(7-ethoxy-1,3,4,9-tetrahydro-2H-carbazol-2-yl)acetamide). RXN SMILES: [OH:1][C:2]1[CH:14]=[C:13]2[C:5]([C:6]3[CH2:7][CH2:8][CH:9]([NH:15][C:16](=[O:18])[CH3:17])[CH2:10][C:11]=3[NH:12]2)=[CH:4][CH:3]=1.[CH2:19](I)[CH3:20].C([O-])([O-])=O.[K+].[K+].C(Cl)(Cl)Cl>O>[CH2:19]([O:1][C:2]1[CH:14]=[C:13]2[C:5]([C:6]3[CH2:7][CH2:8][CH:9]([NH:15][C:16](=[O:18])[CH3:17])[CH2:10][C:11]=3[NH:12]2)=[CH:4][CH:3]=1)[CH3:20] |f:2.3.4|. Procedure: A mixture of 0.02 mol of N-(1,3,4,9-tetrahydro-7-hydroxy-2H-carbazol-2-yl)acetamide, 0.022 mol of ethyl iodide, 0.022 mol of anhydrous K2CO3, and 50 ml of Me2CO was stirred and refluxed for 48 hr. Sufficient CHCl3 and H2O were added to the cooled reaction mixture to give two clear layers. The CHCl3 layer was washed with 1 N NaOH, H2O, dried, evaporated, and the resulting solid residue was recrystallized from i-PrOH to give the title compound, mp 184°-186°. The reactants are [OH-].[Na+] (sodium hydroxide), ClC1=C(C=CC=C1)N1N=C(C=C1SC1=NC(=CC=C1)C)C(=O)OCC (ethyl 1-(2-chlorophenyl)-5-[(6-methylpyridin-2-yl)thio]-1H-pyrazole-3-carboxylate), solution, [H-].C(C(C)C)[Al+]CC(C)C (diisobutylaluminum hydride). Run in O1CCCC1 (tetrahydrofuran), C1(=CC=CC=C1)C (toluene). Conditions: time 30 minute. Product: ClC1=C(C=CC=C1)N1N=C(C=C1SC1=NC(=CC=C1)C)C=O (1-(2-chlorophenyl)-5-[(6-methylpyridin-2-yl)thio]-1H-pyrazole-3-carbaldehyde). Yield: 74.4%. As a reaction SMILES: [Cl:1][C:2]1[CH:7]=[CH:6][CH:5]=[CH:4][C:3]=1[N:8]1[C:12]([S:13][C:14]2[CH:19]=[CH:18][CH:17]=[C:16]([CH3:20])[N:15]=2)=[CH:11][C:10]([C:21](OCC)=[O:22])=[N:9]1.[H-].C([Al+]CC(C)C)C(C)C.[OH-].[Na+]>O1CCCC1.C1(C)C=CC=CC=1>[Cl:1][C:2]1[CH:7]=[CH:6][CH:5]=[CH:4][C:3]=1[N:8]1[C:12]([S:13][C:14]2[CH:19]=[CH:18][CH:17]=[C:16]([CH3:20])[N:15]=2)=[CH:11][C:10]([CH:21]=[O:22])=[N:9]1 |f:1.2,3.4|. Reported procedure: To a solution of ethyl 1-(2-chlorophenyl)-5-[(6-methylpyridin-2-yl)thio]-1H-pyrazole-3-carboxylate (640 mg) in tetrahydrofuran (10 mL) was added a 1.5 mol/L solution (4.6 mL) of diisobutylaluminum hydride in toluene at −78° C. and the mixture was stirred at the same temperature for 30 min. 1 mol/L Aqueous sodium hydroxide solution was added to the reaction mixture, insoluble materials were filtered off, and the filtrate was extracted with ethyl acetate. The extract was washed with water and satu... Starting materials: [BH4-].[Li+] (lithium borohydride), N=1C(=CN2C1C=CC=C2)C(=O)OCC (ethyl imidazo[1,2-a]pyridine-2-carboxylate), (1965)]in, O1CCCC1 (tetrahydrofuran), CO (methanol). Solvent: O (water). Reaction conditions: time 8 hour. Product: N=1C(=CN2C1C=CC=C2)CO (Imidazo [1,2-a]pyridin-2-ylmethanol). Yield: 7.8%. Reaction SMILES: [BH4-].[Li+].[N:3]1[C:4]([C:12](OCC)=[O:13])=[CH:5][N:6]2[CH:11]=[CH:10][CH:9]=[CH:8][C:7]=12.O1CCCC1.CO>O>[N:3]1[C:4]([CH2:12][OH:13])=[CH:5][N:6]2[CH:11]=[CH:10][CH:9]=[CH:8][C:7]=12 |f:0.1|. Procedure: 3.68 g of lithium borohydride were added at room temperature to a solution of 9.17 g of ethyl imidazo[1,2-a]pyridine-2-carboxylate [described in J. Org. Chem., 30, 2403 -2407 (1965)]in 200 ml of tetrahydrofuran, and then 20 ml of methanol were added dropwise to the mixture, which was then allowed to stand overnight at room temperature. At the end of this time, the reaction mixture was diluted with 10 ml of water and then concentrated by evaporation under reduced pressure. The concentrate was mix... Solvent: N1=CC=CC=C1 (pyridine). Reactants: [N-]=C=O (isocyanate), [N-]=C=O (isocyanate), C(C(=O)Cl)(=O)Cl (oxalyl chloride), perfluoropropyliden-2-imine, C(Cl)(C(F)(F)F)(C(F)(F)F)N ((CF3)2CClNH2). RXN SMILES: C(Cl)(=O)[C:2](Cl)=[O:3].[C:7]([NH2:17])([C:13]([F:16])([F:15])[F:14])([C:9]([F:12])([F:11])[F:10])[Cl:8].[N-]=C=O>N1C=CC=CC=1>[Cl:8][C:7]([N:17]=[C:2]=[O:3])([C:9]([F:12])([F:11])[F:10])[C:13]([F:14])([F:15])[F:16]. The product is ClC(C(F)(F)F)(C(F)(F)F)N=C=O (1-Chloro-2,2,2-trifluoro-1-(trifluoromethyl)ethyl isocyanate). Reported procedure: A mixture of 127 g (1 mole) of oxalyl chloride, 165 g (1 mole) of perfluoropropyliden-2-imine, and 5 ml of pyridine was heated in a 600 ml Hastelloy tube at 100° for 4 hrs, 150° for 4 hrs, and 200° for 4 hrs. The bomb was cooled and vented, and the contents were filtered to remove suspended solid. Distillation gave 102.3 g of a 25:75 mixture of (CF3)2CClNH2 and the isocyanate, bp 46.0°-46.5°, and 29.3 g of pure isocyanate as a colorless liquid: bp 50.5°-51.0°; 19F nmr (CCl3F) δ 78.0 (s); ir (liq... Conditions: time 4 hour. Reactants: CC1CCNCC1, Cn1c(COc2ccc(Cl)cc2)c(C(=O)C(=O)Cl)c2ccccc21, C1CCOC1. The product is CC1CCN(C(=O)C(=O)c2c(COc3ccc(Cl)cc3)n(C)c3ccccc23)CC1. As a reaction SMILES: [CH3:1][CH:2]1[CH2:3][CH2:4][NH:5][CH2:6][CH2:7]1.[CH3:8][n:9]1[c:10]([CH2:23][O:24][c:25]2[cH:26][cH:27][c:28]([Cl:31])[cH:29][cH:30]2)[c:11]([C:18]([C:19](=[O:20])[Cl:21])=[O:22])[c:12]2[cH:13][cH:14][cH:15][cH:16][c:17]12.[O:32]1[CH2:33][CH2:34][CH2:35][CH2:36]1>>[CH3:1][CH:2]1[CH2:3][CH2:4][N:5]([C:19]([C:18]([c:11]2[c:10]([CH2:23][O:24][c:25]3[cH:26][cH:27][c:28]([Cl:31])[cH:29][cH:30]3)[n:9]([CH3:8])[c:17]3[c:12]2[cH:13][cH:14][cH:15][cH:16]3)=[O:22])=[O:20])[CH2:6][CH2:7]1.